Task: describe an organic reaction: reactants, conditions, products, and yield. Dataset: the Open Reaction Database (ORD), a public repository of structured organic reaction records Starting materials: ClC1=CC=C2C(=CN=NC2=C1)N1C(C(C2=CC(=CC=C12)OC)CC(=O)OC)C (methyl 1-(7-chlorocinnolin-4-yl)-5-methoxy-2-methylindolin-3-ylacetate), ClC=1C(C(=C(C(C1Cl)=O)C#N)C#N)=O (2,3-dichloro-5,6-dicyano-1,4-benzoquinone). Solvent: COCCOC (1,2-dimethoxyethane), COCCOC (1,2-dimethoxyethane). Product: ClC1=CC=C2C(=CN=NC2=C1)N1C(=C(C2=CC(=CC=C12)OC)CC(=O)OC)C (methyl 1-(7-chlorocinnolin-4-yl)-5-methoxy-2-methylindol-3-ylacetate). RXN SMILES: [Cl:1][C:2]1[CH:11]=[C:10]2[C:5]([C:6]([N:12]3[C:20]4[C:15](=[CH:16][C:17]([O:21][CH3:22])=[CH:18][CH:19]=4)[CH:14]([CH2:23][C:24]([O:26][CH3:27])=[O:25])[CH:13]3[CH3:28])=[CH:7][N:8]=[N:9]2)=[CH:4][CH:3]=1.ClC1C(=O)C(C#N)=C(C#N)C(=O)C=1Cl>COCCOC>[Cl:1][C:2]1[CH:11]=[C:10]2[C:5]([C:6]([N:12]3[C:20]4[C:15](=[CH:16][C:17]([O:21][CH3:22])=[CH:18][CH:19]=4)[C:14]([CH2:23][C:24]([O:26][CH3:27])=[O:25])=[C:13]3[CH3:28])=[CH:7][N:8]=[N:9]2)=[CH:4][CH:3]=1. Procedure details: A solution of methyl 1-(7-chlorocinnolin-4-yl)-5-methoxy-2-methylindolin-3-ylacetate (7.9g.) in dry 1,2-dimethoxyethane [80ml.; dried over sodium alumino-silicate (molecular sieve type 4A; obtainable from BDH Chemicals Ltd., Poole, England)] was mixed with a solution of 2,3-dichloro-5,6-dicyano-1,4-benzoquinone (4.5g.) in dry 1,2-dimethoxyethane (30ml.). The solution was heated under reflux for 20 minutes and then evaporated in vacuo. The residue was extracted with chloroform (5 × 50ml.). Evapor...